Dataset: the Open Reaction Database (ORD), a public repository of structured organic reaction records. Task: describe an organic reaction: reactants, conditions, products, and yield The reactants are C(C=CC1=CC=CC=C1)(=O)Cl (Cinnamoyl chloride), NC1=CC=C(C=C1)O (4-aminophenol), resultant suspension, Cl.ClCCl (hydrochloric acid dichloromethane), ClCCl (Dichloromethane). Reagents/catalysts: CN(C)C=1C=CN=CC1 (DMAP). Solvent: N1=CC=CC=C1 (pyridine). Run at time 30 minute. Product: C1(=CC=CC=C1)/C=C/C(=O)NC1=CC=C(C=C1)OC(\C=C\C1=CC=CC=C1)=O ((E)-3-Phenylacrylic acid 4-[(E)-(3-phenylacryloyl)amino]phenyl ester). The yield is 89.2%. As a reaction SMILES: [C:1](Cl)(=[O:10])[CH:2]=[CH:3][C:4]1[CH:9]=[CH:8][CH:7]=[CH:6][CH:5]=1.[NH2:12][C:13]1[CH:18]=[CH:17][C:16]([OH:19])=[CH:15][CH:14]=1.ClCCl.Cl.ClCCl>CN(C1C=CN=CC=1)C.N1C=CC=CC=1>[C:4]1(/[CH:3]=[CH:2]/[C:1]([NH:12][C:13]2[CH:18]=[CH:17][C:16]([O:19][C:1](=[O:10])/[CH:2]=[CH:3]/[C:4]3[CH:9]=[CH:8][CH:7]=[CH:6][CH:5]=3)=[CH:15][CH:14]=2)=[O:10])[CH:9]=[CH:8][CH:7]=[CH:6][CH:5]=1 |f:3.4|. Procedure details: Cinnamoyl chloride (16.79 g, 100.8 mmoL) was added to a solution of 4-aminophenol (5.00 g, 45.8 mmol) and DMAP (0.56 g, 4.58 mmol) in pyridine (50 mL). The reaction mixture was stirred at room temperature for 30 min whereupon a solid mass formed. Dichloromethane (50 mL) was added and the resultant suspension was stirred at room temperature for 2 h. The reaction mixture was poured into 10% hydrochloric acid/dichloromethane and shaken. The precipitated white solid was removed by filtration, washed... Procedure details: To a 0° C. solution of 4-bromoindole (5 g, 25.5 mmol) in acetonitrile (50 ml) was added dropwise chlorsulfonylisocyanate (2.37 ml, 27.3 mmol) over a 5 minute period. The reaction mixture was stirred at 0° C. for 2 hours, and TEA (3.77 ml, 27.0) was added dropwise over a 10 minute period. The reaction mixture was allowed reach room temperature overnight, poured into ice/water mixture (200 ml), and the aqueous layer was extracted with EtOAc. The combined organic extracts were dried over Na2SO4, fi... Reactants: BrC1=C2C=CNC2=CC=C1 (4-bromoindole), ClS(=O)(=O)N=C=O (chlorsulfonylisocyanate), TEA, ice water. The product is BrC1=C2C(=CNC2=CC=C1)C#N (4-bromo-1H-indole-3-carbonitrile), solid. Run at temperature 0 celsius, time 2 hour. The yield is 87.0%. Reaction SMILES: [Br:1][C:2]1[CH:10]=[CH:9][CH:8]=[C:7]2[C:3]=1[CH:4]=[CH:5][NH:6]2.ClS([N:15]=[C:16]=O)(=O)=O>C(#N)C>[Br:1][C:2]1[CH:10]=[CH:9][CH:8]=[C:7]2[C:3]=1[C:4]([C:16]#[N:15])=[CH:5][NH:6]2. The solvent is C(C)#N (acetonitrile). Starting materials: [H-].[Na+] (Sodium hydride), OCC1=C(C=CC(=C1)N1C(CCC1)=O)C1=CC=C(C=C1)C(=O)OCC (Ethyl 2'-hydroxymethyl-4'-(2-oxopyrrolidin-1-yl)biphenyl-4-carboxylate), IC (Iodomethane). The solvent is C(C)(=O)OCC (ethyl acetate), CN(C)C=O (DMF). Reaction conditions: time 10 minute. Product: COCC1=C(C=CC(=C1)N1C(CCC1)=O)C1=CC=C(C=C1)C(=O)OCC (Ethyl 2'-methoxymethyl-4'-(2-oxopyrrolidin-1-yl)biphenyl-4-carboxylate). Yield: 64.1%. As a reaction SMILES: [OH:1][CH2:2][C:3]1[CH:8]=[C:7]([N:9]2[CH2:13][CH2:12][CH2:11][C:10]2=[O:14])[CH:6]=[CH:5][C:4]=1[C:15]1[CH:20]=[CH:19][C:18]([C:21]([O:23][CH2:24][CH3:25])=[O:22])=[CH:17][CH:16]=1.[H-].[Na+].I[CH3:29]>CN(C=O)C.C(OCC)(=O)C>[CH3:29][O:1][CH2:2][C:3]1[CH:8]=[C:7]([N:9]2[CH2:13][CH2:12][CH2:11][C:10]2=[O:14])[CH:6]=[CH:5][C:4]=1[C:15]1[CH:16]=[CH:17][C:18]([C:21]([O:23][CH2:24][CH3:25])=[O:22])=[CH:19][CH:20]=1 |f:1.2|. Reported procedure: Ethyl 2'-hydroxymethyl-4'-(2-oxopyrrolidin-1-yl)biphenyl-4-carboxylate (D54) (0.51 g, 1.5 mmol) was stirred in dry DMF (8 ml) under argon. Sodium hydride (80% dispersion, 0.07 g, 2.3 mmol) was added, and the resulting suspension was stirred for 10 min. Iodomethane (0.19 ml, 3.0 mmol) was added; the mixture was stirred for 30 min, diluted with ethyl acetate, washed with water and brine, dried (Na2SO4) and evaporated to a yellow gum. Chromatography on silica gel, eluting with 0-50% ethyl acetate/d... The reactants are Cl (HCl), [OH-].[Na+] (NaOH), NC=1NC(C=2N=CN(C2N1)[C@@H]1[C@H]([C@H]([C@@H](C1)CO)O)O)=O (2-amino-9-[(1S,2R,3S,4S)-2,3-dihydroxy-4-(hydroxymethyl)-cyclopentyl]-1,9-dihydro-6H-purin-6-one), C(C1=CC=CC=C1)Br (benzyl bromide). The solvent is CS(=O)C (DMSO), CO (MeOH). Conditions: time 18 hour. Yields the product NC=1NC(C=2N(C=NC2N1)CC1=CC=CC=C1)=O (2-Amino-7-benzyl-1,7-dihydro-6H-purin-6-one). Yield: 93.4%. Reaction SMILES: [NH2:1][C:2]1[NH:3][C:4](=[O:20])[C:5]2[N:6]=[CH:7][N:8]([C@H]3C[C@@H](CO)[C@H](O)[C@@H]3O)[C:9]=2[N:10]=1.[CH2:21](Br)[C:22]1[CH:27]=[CH:26][CH:25]=[CH:24][CH:23]=1.Cl.[OH-].[Na+]>CS(C)=O.CO>[NH2:1][C:2]1[NH:3][C:4](=[O:20])[C:5]2[N:6]([CH2:21][C:22]3[CH:27]=[CH:26][CH:25]=[CH:24][CH:23]=3)[CH:7]=[N:8][C:9]=2[N:10]=1 |f:3.4|. Procedure: A mixture of 2-amino-9-[(1S,2R,3S,4S)-2,3-dihydroxy-4-(hydroxymethyl)-cyclopentyl]-1,9-dihydro-6H-purin-6-one (60.0 g, 0.213 mol) and benzyl bromide (60.9 mL, 0.512 mol) in DMSO (300 mL) was stirred at room temperature for 18 h. Concentrated HCl aqueous solution (150 mL) was added to the reaction mixture and stirring was continued for 45 min. The resulting mixture was poured into MeOH (1800 ml). The solution was neutralized with 2 M NaOH solution. The resulting white precipitate was collected by... The reactants are B(Br)(Br)Br (BBr3), COC1C(C2=CC=CC=C2CC1)=O (methoxy tetralone), O (H2O). Solvent: C(Cl)Cl (CH2Cl2). Reaction conditions: time 0.5 hour. Product: COC=1C=C(C=CC1)C(=CC(=O)OC)C1=CC=CC=C1 (Methyl 3-(3-methoxyphenyl)-3-phenylprop-2-enoate). As a reaction SMILES: [CH3:1][O:2][CH:3]1[CH2:12][CH2:11][C:10]2[C:5](=[CH:6][CH:7]=[CH:8][CH:9]=2)[C:4]1=O.B(Br)(Br)Br.[OH2:18]>C(Cl)Cl>[CH3:1][O:2][C:3]1[CH:4]=[C:5]([C:6]([C:7]2[CH:8]=[CH:9][CH:10]=[CH:5][CH:6]=2)=[CH:4][C:3]([O:2][CH3:1])=[O:18])[CH:10]=[CH:11][CH:12]=1. Procedure: A solution of 11.39 g (0.0451 mol) of the methoxy tetralone from step 7 in 250 mL CH2Cl2 is cooled in ice and treated dropwise with 29 mL of BBr3. The purple solution is kept at 0° for 0.5 hour, then at room temperature overnight. The solution is poured into H2O and extracted twice with Et2O. The Et2O is washed twice with 5% NaOH and the NaOH back extracted with Et2O. The NaOH extract is acidified with dil. HCl and extracted twice with Et2O. The Et2O is washed with sat. NaCl, dried over Mg SO4, ... The reactants are COC(\C(=C\C1CCCCC1)\C1=CC=C(C=C1)S(=O)(=O)C)=O ((E)-3-cyclohexyl-2-(4-methanesulfonyl-phenyl)-acrylic acid methyl ester), [OH-].[Na+] (sodium hydroxide). Run in C(C)O (ethanol). Run at temperature 47.5 celsius. Product: C1(CCCCC1)/C=C(/C(=O)O)\C1=CC=C(C=C1)S(=O)(=O)C ((E)-3-cyclohexyl-2-(4-(methanesulfonyl)-phenyl)-acrylic acid). Isolated yield 93.6%. Reaction SMILES: C[O:2][C:3](=[O:22])/[C:4](/[C:12]1[CH:17]=[CH:16][C:15]([S:18]([CH3:21])(=[O:20])=[O:19])=[CH:14][CH:13]=1)=[CH:5]/[CH:6]1[CH2:11][CH2:10][CH2:9][CH2:8][CH2:7]1.[OH-].[Na+]>C(O)C>[CH:6]1(/[CH:5]=[C:4](\[C:12]2[CH:17]=[CH:16][C:15]([S:18]([CH3:21])(=[O:20])=[O:19])=[CH:14][CH:13]=2)/[C:3]([OH:22])=[O:2])[CH2:11][CH2:10][CH2:9][CH2:8][CH2:7]1 |f:1.2|. Procedure: A solution of (E)-3-cyclohexyl-2-(4-methanesulfonyl-phenyl)-acrylic acid methyl ester (5.7 g, 17.95 mmol) in ethanol (65 mL) was treated with a 1N aqueous sodium hydroxide solution (54 mL). The solution was heated at 45-50° C. for 15 h, at which time, thin layer chromatography analysis of the mixture indicated the absence of starting material. The reaction mixture was then concentrated in vacuo to remove ethanol, and the residue was diluted with water (100 mL) and extracted with diethyl ether (1... Starting materials: BrC1=NN2C(S1)=NC=C2I (2-bromo-5-iodoimidazo[2,1-b][1,3,4]thiadiazole), N1C=CC2=CC(=CC=C12)B(O)O (5-indolylboronic acid), C(=O)([O-])[O-].[Na+].[Na+] (Na2CO3). Reagents/catalysts: Cl[Pd]([P](C1=CC=CC=C1)(C2=CC=CC=C2)C3=CC=CC=C3)([P](C4=CC=CC=C4)(C5=CC=CC=C5)C6=CC=CC=C6)Cl (PdCl2(PPh3)2). Run in O1CCOCC1 (dioxane). Conditions: temperature 110 celsius. The product is IC1=CN=C2SC(=NN21)C=2C=C1C=CNC1=CC2 (5-(5-Iodo-imidazo[2,1-b][1,3,4]thiadiazol-2-yl)-1H-indole). Yield: 54.6%. Reaction SMILES: Br[C:2]1[S:6][C:5]2=[N:7][CH:8]=[C:9]([I:10])[N:4]2[N:3]=1.[NH:11]1[C:19]2[C:14](=[CH:15][C:16](B(O)O)=[CH:17][CH:18]=2)[CH:13]=[CH:12]1.C([O-])([O-])=O.[Na+].[Na+]>O1CCOCC1.Cl[Pd](Cl)([P](C1C=CC=CC=1)(C1C=CC=CC=1)C1C=CC=CC=1)[P](C1C=CC=CC=1)(C1C=CC=CC=1)C1C=CC=CC=1>[I:10][C:9]1[N:4]2[C:5]([S:6][C:2]([C:16]3[CH:15]=[C:14]4[C:19](=[CH:18][CH:17]=3)[NH:11][CH:12]=[CH:13]4)=[N:3]2)=[N:7][CH:8]=1 |f:2.3.4,^1:37,56|. Procedure: A mixture of 2-bromo-5-iodoimidazo[2,1-b][1,3,4]thiadiazole (0.150 g, 0.455 mmol, 1 eq) and 5-indolylboronic acid (0.088 g, 0.546 mmol, 1.2 eq), 2M aq Na2CO3 (1 mL) and PdCl2(PPh3)2 (0.064 g, 0.091 mmol, 0.2 eq) in dioxane (5 mL) was heated at 110° C. for 2 h. The solvent was removed in vacuo, redissolved in DCM/water (150 mL) and extracted with DCM (2×80 mL). The combined organic layers were dried (MgSO4), filtered and evaporated. The residue was purified by column chromatography (20-70% EtOAc ... The reactants are COC(CNC(C(C)(C)NC(OCC1=CC=CC=C1)=O)=O)OC (benzyl 1-(2,2-dimethoxyethylamino)-2-methyl-1-oxopropan-2-ylcarbamate), Cl (hydrochloric acid), C(C)(=O)OCC (Ethyl acetate). The solvent is C1CCOC1 (THF). The product is CC(C(NCC=O)=O)(C)NC(OCC1=CC=CC=C1)=O (Benzyl 2-methyl-1-oxo-1-(2-oxoethylamino)propan-2-ylcarbamate). Yield: 99.9%. As a reaction SMILES: C[O:2][CH:3](OC)[CH2:4][NH:5][C:6](=[O:21])[C:7]([NH:10][C:11](=[O:20])[O:12][CH2:13][C:14]1[CH:19]=[CH:18][CH:17]=[CH:16][CH:15]=1)([CH3:9])[CH3:8].Cl.C(OCC)(=O)C>C1COCC1>[CH3:9][C:7]([NH:10][C:11](=[O:20])[O:12][CH2:13][C:14]1[CH:19]=[CH:18][CH:17]=[CH:16][CH:15]=1)([CH3:8])[C:6](=[O:21])[NH:5][CH2:4][CH:3]=[O:2]. Reported procedure: To a solution of benzyl 1-(2,2-dimethoxyethylamino)-2-methyl-1-oxopropan-2-ylcarbamate (0.52 g, 1.6 mmol) in THF (20 mL) was added 5 M hydrochloric acid (10 mL) and the mixture was stirred at room temperature until TLC showed the reaction was completed. Ethyl acetate (50 mL) was added and the phases were separated. The organic layer was washed with brine (4×30 mL) to pH=6-7, dried over anhydrous sodium sulfate and concentrated to yield product (0.445 g, 100%) as yellow oil, which was used direct... Run at time 12 hour. The solvent is O1CCCC1 (tetrahydrofuran). Procedure: Lithium hydroxide (0.265 g) was added to a mixed solution of 3-methoxy-4-(4-methyl-1H-imidazol-1-yl)benzaldehyde (0.60 g) and diethyl [(3S,8aR)-3-(2,4,5-trifluorophenyl)-5-oxooctahydroindolizin-6-yl]phosphonate (2.0 g) in tetrahydrofuran (4 mL)-ethanol (16 mL), and the reaction solution was stirred under shading at room temperature for 12 hours. The reaction solution was poured into ice water, followed by extraction with ethyl acetate. The extract was washed with brine, dried over anhydrous magn... Starting materials: ice water, [OH-].[Li+] (Lithium hydroxide), COC=1C=C(C=O)C=CC1N1C=NC(=C1)C (3-methoxy-4-(4-methyl-1H-imidazol-1-yl)benzaldehyde), FC1=C(C=C(C(=C1)F)F)[C@@H]1CC[C@@H]2CCC(C(N12)=O)P(OCC)(OCC)=O (diethyl [(3S,8aR)-3-(2,4,5-trifluorophenyl)-5-oxooctahydroindolizin-6-yl]phosphonate), C(C)O (ethanol). The product is FC1=C(C=C(C(=C1)F)F)[C@@H]1CC[C@@H]2CC\C(\C(N12)=O)=C/C1=CC(=C(C=C1)N1C=NC(=C1)C)OC ((E)-(3S,8aS)-3-(2,4,5-trifluorophenyl)-6-[3-methoxy-4-(4-methyl-1H-imidazol-1-yl)benzylidene]hexahydroindolizin-5-one). As a reaction SMILES: [OH-].[Li+].[CH3:3][O:4][C:5]1[CH:6]=[C:7]([CH:10]=[CH:11][C:12]=1[N:13]1[CH:17]=[C:16]([CH3:18])[N:15]=[CH:14]1)[CH:8]=O.[F:19][C:20]1[CH:25]=[C:24]([F:26])[C:23]([F:27])=[CH:22][C:21]=1[C@H:28]1[N:36]2[C@@H:31]([CH2:32][CH2:33][CH:34](P(=O)(OCC)OCC)[C:35]2=[O:37])[CH2:30][CH2:29]1.C(O)C>O1CCCC1>[F:19][C:20]1[CH:25]=[C:24]([F:26])[C:23]([F:27])=[CH:22][C:21]=1[C@H:28]1[N:36]2[C@@H:31]([CH2:32][CH2:33]/[C:34](=[CH:8]\[C:7]3[CH:10]=[CH:11][C:12]([N:13]4[CH:17]=[C:16]([CH3:18])[N:15]=[CH:14]4)=[C:5]([O:4][CH3:3])[CH:6]=3)/[C:35]2=[O:37])[CH2:30][CH2:29]1 |f:0.1|. Isolated yield 74.8%. Procedure details: The same procedures as in Example 2 were carried out using (E)-2-decenoic acid and ethyl 2-(1-piperazinyl)acetate dihydrochloride as starting raw materials, to produce ethyl [4-[(E)-2-decenoyl)piperazin-1-yl)acetate (ethyl ester of a free form of Compound 39). Yields the product C(\C=C\CCCCCCC)(=O)N1CCN(CC1)CC(=O)OCC (ethyl [4-[(E)-2-decenoyl)piperazin-1-yl)acetate), ethyl ester, Cl.C(\C=C\CCCCCCC)(=O)N1CCN(CC1)CC(=O)O ([4-[(E)-2-Decenoyl]piperazin-1-yl]acetic acid hydrochloride). The reactants are Cl.Cl.N1(CCNCC1)CC(=O)OCC (ethyl 2-(1-piperazinyl)acetate dihydrochloride), C(\C=C\CCCCCCC)(=O)O ((E)-2-decenoic acid). As a reaction SMILES: [C:1]([OH:12])(=[O:11])/[CH:2]=[CH:3]/[CH2:4][CH2:5][CH2:6][CH2:7][CH2:8][CH2:9][CH3:10].[ClH:13].Cl.[N:15]1([CH2:21][C:22]([O:24][CH2:25][CH3:26])=[O:23])[CH2:20][CH2:19][NH:18][CH2:17][CH2:16]1>>[C:1]([N:18]1[CH2:17][CH2:16][N:15]([CH2:21][C:22]([O:24][CH2:25][CH3:26])=[O:23])[CH2:20][CH2:19]1)(=[O:12])/[CH:2]=[CH:3]/[CH2:4][CH2:5][CH2:6][CH2:7][CH2:8][CH2:9][CH3:10].[ClH:13].[C:1]([N:18]1[CH2:17][CH2:16][N:15]([CH2:21][C:22]([OH:24])=[O:23])[CH2:20][CH2:19]1)(=[O:11])/[CH:2]=[CH:3]/[CH2:4][CH2:5][CH2:6][CH2:7][CH2:8][CH2:9][CH3:10] |f:1.2.3,5.6|.